Dataset: the Open Reaction Database (ORD), a public repository of structured organic reaction records. Task: describe an organic reaction: reactants, conditions, products, and yield The reactants are CO.C(Cl)(Cl)Cl (methanol chloroform), C(=O)(C(=O)OCC)NC1=C(C=CC(=C1)F)[N+](=O)[O-] (2-ethoxalylamino-4-fluoronitrobenzene), CN(C)C=O (DMF), [Cl-].[NH4+] (ammonium chloride). The reagents and catalysts are [Zn] (zinc). The solvent is O (water). Run at temperature 100 celsius. Yields the product FC=1C=C2NC(C(N(C2=CC1)O)=O)=O (6-fluoro-1-hydroxyquinoxaline-2,3-(1H,4H)-dione). The yield is 57.5%. As a reaction SMILES: [C:1]([NH:8][C:9]1[CH:14]=[C:13]([F:15])[CH:12]=[CH:11][C:10]=1[N+:16]([O-:18])=O)([C:3](OCC)=[O:4])=[O:2].CN(C=O)C.[Cl-].[NH4+].CO.C(Cl)(Cl)Cl>O.[Zn]>[F:15][C:13]1[CH:14]=[C:9]2[C:10](=[CH:11][CH:12]=1)[N:16]([OH:18])[C:3](=[O:4])[C:1](=[O:2])[NH:8]2 |f:2.3,4.5|. Procedure: To a mixture of 6.2 g of 2-ethoxalylamino-4-fluoronitrobenzene and 124 ml of DMF was added a solution of 5.64 g of ammonium chloride in 40 ml of water. Then, 5.7 g of zinc dust was added in small portions to the above mixture. The reaction mixture was stirred under TLC (5% methanol-chloroform) monitoring and, when the starting material had disappeared, the mixture was filtered using Celite and washed with hot DMF. The mixture was heated at 100° C. for 3 hours, after which it was ice-cooled and t... Starting materials: FC=1C(=C2/C(/C(NC2=CC1)=O)=C/C=1NC=CC1OC)I ((Z)-1,3-dihydro-5-fluoro-4-iodo-3-[(3-methoxy-1H-pyrrol-2-yl)methylene]-2H-indol-2-one), FC=1C(=C2/C(/C(NC2=CC1)=O)=C/C=1NC=CC1OC)I ((Z)-1,3-dihydro-5-fluoro-4-iodo-3-[(3-methoxy-1H-pyrrol-2-yl)methylene]-2H-indol-2-one), C(=O)([O-])[O-].[Na+].[Na+] (Na2CO3), OC1=CC=C(C=C1)B(O)O (4-hydroxyphenylboronic acid). The reagents and catalysts are Cl[Pd]([P](C1=CC=CC=C1)(C2=CC=CC=C2)C3=CC=CC=C3)([P](C4=CC=CC=C4)(C5=CC=CC=C5)C6=CC=CC=C6)Cl ((Ph3P)2PdCl2). The solvent is COCCOC (1,2-dimethoxyethane). Product: FC=1C(=C2/C(/C(NC2=CC1)=O)=C/C=1NC=CC1OC)C1=CC=C(C=C1)O ((Z)-1,3-Dihydro-5-fluoro-4-(4-hydroxyphenyl)-3-[(3-methoxy-1H-pyrrol-2-yl)methylene]-2H-indol-2-one). As a reaction SMILES: [F:1][C:2]1[C:3](I)=[C:4]2[C:8](=[CH:9][CH:10]=1)[NH:7][C:6](=[O:11])/[C:5]/2=[CH:12]\[C:13]1[NH:14][CH:15]=[CH:16][C:17]=1[O:18][CH3:19].C([O-])([O-])=O.[Na+].[Na+].[OH:27][C:28]1[CH:33]=[CH:32][C:31](B(O)O)=[CH:30][CH:29]=1>COCCOC.Cl[Pd](Cl)([P](C1C=CC=CC=1)(C1C=CC=CC=1)C1C=CC=CC=1)[P](C1C=CC=CC=1)(C1C=CC=CC=1)C1C=CC=CC=1>[F:1][C:2]1[C:3]([C:31]2[CH:32]=[CH:33][C:28]([OH:27])=[CH:29][CH:30]=2)=[C:4]2[C:8](=[CH:9][CH:10]=1)[NH:7][C:6](=[O:11])/[C:5]/2=[CH:12]\[C:13]1[NH:14][CH:15]=[CH:16][C:17]=1[O:18][CH3:19] |f:1.2.3,^1:45,64|. Reported procedure: A solution of (Z)-1,3-dihydro-5-fluoro-4-iodo-3-[(3-methoxy-1H-pyrrol-2-yl)methylene]-2H-indol-2-one (100 mg, 0.26 mmol) (Starting Material 13), 2M aqueous Na2CO3 solution (0.26 mL), (Ph3P)2PdCl2 (21.2 mg, 0.026 mmol) and 4-hydroxyphenylboronic acid (53.9 mg, 0.39 mmol) in 1,2-dimethoxyethane (10 mL) was heated at 104° C. for 4 days. The reaction mixture was filtered and concentrated. The crude material was purified by reverse phase HPLC to give (Z)-1,3-Dihydro-5-fluoro-4-(4-hydroxyphenyl)-3-[(3... Reactants: Cc1ccc(-c2ccc(S(=O)(=O)Nc3cc(C)no3)cc2)cc1, ClC(Cl)Cl, O=C1CCC(=O)N1Cl, ClCCl. Yields the product Cc1ccc(-c2ccc(S(=O)(=O)Nc3onc(C)c3Cl)cc2)cc1. RXN SMILES: [CH3:9][c:10]1[n:11][o:12][c:13]([NH:15][S:16](=[O:17])(=[O:18])[c:19]2[cH:20][cH:21][c:22](-[c:25]3[cH:26][cH:27][c:28]([CH3:31])[cH:29][cH:30]3)[cH:23][cH:24]2)[cH:14]1.[CH:32]([Cl:33])([Cl:34])[Cl:35].[Cl:1][N:2]1[C:3](=[O:4])[CH2:5][CH2:6][C:7]1=[O:8].[Cl:36][CH2:37][Cl:38]>>[Cl:1][c:14]1[c:10]([CH3:9])[n:11][o:12][c:13]1[NH:15][S:16](=[O:17])(=[O:18])[c:19]1[cH:20][cH:21][c:22](-[c:25]2[cH:26][cH:27][c:28]([CH3:31])[cH:29][cH:30]2)[cH:23][cH:24]1. Reactants: NCC(F)c1ccc(F)cc1, O=C(O)Cc1ccc(F)cc1F, O=S(Cl)Cl. Product: NC(=O)Cc1ccc(F)cc1F. Reaction SMILES: [F:13][CH:14]([c:15]1[cH:17][cH:18][c:19]([F:20])[cH:21][cH:22]1)[CH2:23][NH2:16].[F:1][c:2]1[c:3]([CH2:9][C:10](=[O:11])[OH:12])[cH:4][cH:5][c:6]([F:8])[cH:7]1.[S:24]([Cl:25])([Cl:26])=[O:27]>>[F:1][c:2]1[c:3]([CH2:9][C:10](=[O:12])[NH2:16])[cH:4][cH:5][c:6]([F:8])[cH:7]1. The reactants are COC(=O)C=1N=C(N2C1CN=C(C1=C2C=CC(=C1)Cl)C1=C(C=CC=C1)Cl)Cl (6-(2-chlorophenyl)-1,8-dichloro-4H-imidazo[1,5-a][1,4]benzodiazepine-3-carboxylic acid methyl ester), C[O-].[Na+] (sodium methoxide), CO (methanol), C(Cl)(Cl)Cl (CHCl3), steel, C4, sh 213, ( 20,500 ). The product is ClC=1C=CC2=C(C(=NCC=3N2C(=NC3C(=O)OC)OC)C3=C(C=CC=C3)Cl)C1 (8-Chloro-6-(2-chlorophenyl)-1-methoxy-4H-imidazo[1,5-a][1,4]benzodiazepine-3-carboxylic acid, methyl ester). RXN SMILES: [CH3:1][O:2][C:3]([C:5]1[N:6]=[C:7](Cl)[N:8]2[C:14]3[CH:15]=[CH:16][C:17]([Cl:19])=[CH:18][C:13]=3[C:12]([C:20]3C=[CH:24][CH:23]=[CH:22][C:21]=3Cl)=[N:11][CH2:10][C:9]=12)=[O:4].[CH3:28][O-:29].[Na+].CO.[CH:33]([Cl:36])(Cl)Cl>>[Cl:19][C:17]1[CH:16]=[CH:15][C:14]2[N:8]3[C:7]([O:29][CH3:28])=[N:6][C:5]([C:3]([O:2][CH3:1])=[O:4])=[C:9]3[CH2:10][N:11]=[C:12]([C:20]3[CH:21]=[CH:22][CH:23]=[CH:24][C:33]=3[Cl:36])[C:13]=2[CH:18]=1 |f:1.2|. Procedure: A mixture of 2.9 g (0.007 mole) of 6-(2-chlorophenyl)-1,8-dichloro-4H-imidazo[1,5-a][1,4]benzodiazepine-3-carboxylic acid methyl ester, 1.1 g (0.02 mole) of sodium methoxide and 100 ml of dry methanol was heated in a steel bomb at 115°-120° for 20 hrs. The solvent was removed at reduced pressure. The residue was dissolved in methylene chloride, washed with dilute hydrochloric acid to give pale yellow amorphous solid. An ethereal solution (60 ml) of the solid was washed with dilute ammonium hydro... Reactants: C1CCOC1, OCc1ccccc1, O=C(O)c1cc2ccccc2[nH]1. Product: O=C(OCc1ccccc1)c1cc2ccccc2[nH]1. As a reaction SMILES: [O:21]1[CH2:22][CH2:23][CH2:24][CH2:25]1.[OH:13][CH2:14][c:15]1[cH:16][cH:17][cH:18][cH:19][cH:20]1.[nH:1]1[c:2]([C:10](=[O:11])[OH:12])[cH:3][c:4]2[cH:5][cH:6][cH:7][cH:8][c:9]12>>[nH:1]1[c:2]([C:10](=[O:11])[O:12][CH2:14][c:15]2[cH:16][cH:17][cH:18][cH:19][cH:20]2)[cH:3][c:4]2[cH:5][cH:6][cH:7][cH:8][c:9]12. Reactants: CC(C)(C)OC(=O)n1nc(-c2cc3cc(OCCN4CCOCC4)ccc3n2C(=O)OC(C)(C)C)c2cc(O)ccc21, CP(=O)(Cl)c1ccccc1, ClCCl, c1c[nH]cn1. Product: CC(C)(C)OC(=O)n1nc(-c2cc3cc(OCCN4CCOCC4)ccc3n2C(=O)OC(C)(C)C)c2cc(OP(C)(=O)c3ccccc3)ccc21. RXN SMILES: [C:16]([CH3:17])([CH3:18])([CH3:19])[O:20][C:21](=[O:22])[n:23]1[n:24][c:25](-[c:33]2[n:34]([C:51](=[O:52])[O:53][C:54]([CH3:55])([CH3:56])[CH3:57])[c:35]3[cH:36][cH:37][c:38]([O:42][CH2:43][CH2:44][N:45]4[CH2:46][CH2:47][O:48][CH2:49][CH2:50]4)[cH:39][c:40]3[cH:41]2)[c:26]2[cH:27][c:28]([OH:32])[cH:29][cH:30][c:31]12.[CH3:6][P:7](=[O:8])([c:9]1[cH:10][cH:11][cH:12][cH:13][cH:14]1)[Cl:15].[Cl:58][CH2:59][Cl:60].[nH:1]1[cH:2][cH:3][n:4][cH:5]1>>[CH3:6][P:7](=[O:8])([c:9]1[cH:10][cH:11][cH:12][cH:13][cH:14]1)[O:32][c:28]1[cH:27][c:26]2[c:25](-[c:33]3[n:34]([C:51](=[O:52])[O:53][C:54]([CH3:55])([CH3:56])[CH3:57])[c:35]4[cH:36][cH:37][c:38]([O:42][CH2:43][CH2:44][N:45]5[CH2:46][CH2:47][O:48][CH2:49][CH2:50]5)[cH:39][c:40]4[cH:41]3)[n:24][n:23]([C:21]([O:20][C:16]([CH3:17])([CH3:18])[CH3:19])=[O:22])[c:31]2[cH:30][cH:29]1. Starting materials: FC(F)C(F)(F)n1ccnc1, O. Product: FC(F)=C(F)n1ccnc1. As a reaction SMILES: [F:1][C:2]([CH:3]([F:4])[F:5])([F:6])[n:7]1[cH:8][n:9][cH:10][cH:11]1.[OH2:12]>>[F:1][C:2](=[C:3]([F:4])[F:5])[n:7]1[cH:8][n:9][cH:10][cH:11]1.